This data is from the Open Reaction Database (ORD), a public repository of structured organic reaction records. The task is: describe an organic reaction: reactants, conditions, products, and yield Yield: 92.0%. The reactants are BrC1=COC2=C1C=C(C=C2)C(=O)OC (methyl 3-bromo-1-benzofuran-5-carboxylate), CSC1=CC=C(C=C1)B(O)O (4-(methylthio)phenylboronic acid). Product: CSC1=CC=C(C=C1)C1=COC2=C1C=C(C=C2)C(=O)OC (methyl 3-[4-(methylthio)phenyl]-1-benzofuran-5-carboxylate). Procedure details: In the same manner as in Reference Example 19 and using methyl 3-bromo-1-benzofuran-5-carboxylate instead of methyl 3-iodoimidazo[1,2-a]pyridine-6-carboxylate and 4-(methylthio)phenylboronic acid instead of (4-methoxyphenyl)boronic acid, the title compound (yield 92%) was obtained as colorless crystals. Reaction SMILES: Br[C:2]1[C:6]2[CH:7]=[C:8]([C:11]([O:13][CH3:14])=[O:12])[CH:9]=[CH:10][C:5]=2[O:4][CH:3]=1.[CH3:15][S:16][C:17]1[CH:22]=[CH:21][C:20](B(O)O)=[CH:19][CH:18]=1>>[CH3:15][S:16][C:17]1[CH:22]=[CH:21][C:20]([C:2]2[C:6]3[CH:7]=[C:8]([C:11]([O:13][CH3:14])=[O:12])[CH:9]=[CH:10][C:5]=3[O:4][CH:3]=2)=[CH:19][CH:18]=1. Starting materials: O1C(OCC1)CN1C(C=CC2=CC=C(C=C12)OC)=O (1-(1,3-dioxolan-2-ylmethyl)-7-methoxyquinolin-2(1H)-one), FC(C(=O)O)(F)F (trifluoroacetic acid). Run at time 2 hour. Product: COC1=CC=C2C=CC(N(C2=C1)CC=O)=O ((7-methoxy-2-oxoquinolin-1(2H)-yl)acetaldehyde). RXN SMILES: [O:1]1CCO[CH:2]1[CH2:6][N:7]1[C:16]2[C:11](=[CH:12][CH:13]=[C:14]([O:17][CH3:18])[CH:15]=2)[CH:10]=[CH:9][C:8]1=[O:19].FC(F)(F)C(O)=O>>[CH3:18][O:17][C:14]1[CH:15]=[C:16]2[C:11]([CH:10]=[CH:9][C:8](=[O:19])[N:7]2[CH2:6][CH:2]=[O:1])=[CH:12][CH:13]=1. Procedure details: To 0.56 g of 1-(1,3-dioxolan-2-ylmethyl)-7-methoxyquinolin-2(1H)-one, 5.6 mL of a 90% aqueous trifluoroacetic acid solution was added, the mixture was stirred at room temperature for 2 hours. The solvent was removed under reduced pressure, water and chloroform was added thereto, and the reaction mixture was adjusted to pH 7.0 with an aqueous saturated sodium hydrogen carbonate solution and stirred for 2 hours. The organic layer was separated, and the aqueous layer was extracted with chloroform. ...